From a dataset of the Open Reaction Database (ORD), a public repository of structured organic reaction records. describe an organic reaction: reactants, conditions, products, and yield Starting materials: C1CCOC1, N#Cc1cccc(-c2cn3nc(Cl)ccc3n2)c1, CN(C)C=O. Product: N#Cc1cccc(-c2cn3ncccc3n2)c1. As a reaction SMILES: [CH2:24]1[O:25][CH2:26][CH2:27][CH2:28]1.[Cl:1][c:2]1[cH:3][cH:4][c:5]2[n:6]([n:7]1)[cH:8][c:9](-[c:11]1[cH:12][c:13]([C:14]#[N:15])[cH:16][cH:17][cH:18]1)[n:10]2.[O:19]=[CH:20][N:21]([CH3:22])[CH3:23]>>[cH:2]1[cH:3][cH:4][c:5]2[n:6]([n:7]1)[cH:8][c:9](-[c:11]1[cH:12][c:13]([C:14]#[N:15])[cH:16][cH:17][cH:18]1)[n:10]2.